From a dataset of the Open Reaction Database (ORD), a public repository of structured organic reaction records. describe an organic reaction: reactants, conditions, products, and yield Reactants: COC(=O)Cn1ncc2cc(-c3cc(C(=O)NC4CC4)cc(F)c3C)ccc21, NCc1ccccc1. Product: Cc1c(F)cc(C(=O)NC2CC2)cc1-c1ccc2c(cnn2CC(=O)NCc2ccccc2)c1. As a reaction SMILES: [CH:1]1([NH:4][C:5](=[O:6])[c:7]2[cH:8][c:9]([F:28])[c:10]([CH3:27])[c:11](-[c:13]3[cH:14][c:15]4[cH:16][n:17][n:18]([CH2:22][C:23]([O:25][CH3:24])=[O:26])[c:19]4[cH:20][cH:21]3)[cH:12]2)[CH2:2][CH2:3]1.[NH2:29][CH2:30][c:31]1[cH:32][cH:33][cH:34][cH:35][cH:36]1>>[CH:1]1([NH:4][C:5](=[O:6])[c:7]2[cH:8][c:9]([F:28])[c:10]([CH3:27])[c:11](-[c:13]3[cH:14][c:15]4[cH:16][n:17][n:18]([CH2:22][C:23](=[O:25])[NH:29][CH2:30][c:31]5[cH:32][cH:33][cH:34][cH:35][cH:36]5)[c:19]4[cH:20][cH:21]3)[cH:12]2)[CH2:2][CH2:3]1. The reactants are CC1=C(OCC2=C(CCl)C=CC=C2)C=C(C=C1)C (2-(2,5-Dimethylphenoxymethyl)benzyl chloride), [C-]#N.[Na+] (sodium cyanide), CC(=O)C (acetone). The reagents and catalysts are [Cl-].C(C)[N+](CC1=CC=CC=C1)(CC)CC (triethylbenzylammonium chloride). The solvent is O (water), O (water). The product is CC1=C(OCC2=C(CC#N)C=CC=C2)C=C(C=C1)C (2-(2,5-dimethylphenoxymethyl)benzyl cyanide). Isolated yield 97.9%. RXN SMILES: [CH3:1][C:2]1[CH:17]=[CH:16][C:15]([CH3:18])=[CH:14][C:3]=1[O:4][CH2:5][C:6]1[CH:13]=[CH:12][CH:11]=[CH:10][C:7]=1[CH2:8]Cl.[C-:19]#[N:20].[Na+].CC(C)=O>[Cl-].C([N+](CC)(CC)CC1C=CC=CC=1)C.O>[CH3:1][C:2]1[CH:17]=[CH:16][C:15]([CH3:18])=[CH:14][C:3]=1[O:4][CH2:5][C:6]1[CH:13]=[CH:12][CH:11]=[CH:10][C:7]=1[CH2:8][C:19]#[N:20] |f:1.2,4.5|. Procedure details: 2-(2,5-Dimethylphenoxymethyl)benzyl chloride (Purity: 86.8%, 1.50 g, 5 mmol), 95% sodium cyanide (0.31 g, 6 mmol), triethylbenzylammonium chloride (0.06 g, 0.25 mmol), acetone (4 ml) and water (2 ml) were added. The mixture was heated under reflux for 5 hours. After completion of the reaction, water (100 ml) was added. The resulting mixture was extracted with ether (100 ml), dried over anhydrous magnesium sulfate and concentrated under reduced pressure. The resulting residue was purified by sili... Reaction SMILES: [S:1]1[CH:5]=[CH:4][CH:3]=[C:2]1[C:6]([OH:8])=O.[ClH:9].Cl.[CH3:11][O:12][C:13]1[CH:14]=[C:15]([CH:23]=[C:24]([O:28][CH3:29])[C:25]=1[O:26][CH3:27])[CH2:16][N:17]1[CH2:22][CH2:21][NH:20][CH2:19][CH2:18]1.C(P(=O)(OCC)OCC)#N.Cl>C(OCC)(=O)C.C(OCC)C.C(OCC)(=O)C.O.CN(C)C=O.C(N(CC)CC)C>[ClH:9].[C:2]1([C:6]([N:20]2[CH2:19][CH2:18][N:17]([CH2:16][C:15]3[CH:23]=[C:24]([O:28][CH3:29])[C:25]([O:26][CH3:27])=[C:13]([O:12][CH3:11])[CH:14]=3)[CH2:22][CH2:21]2)=[O:8])[S:1][CH:5]=[CH:4][CH:3]=1 |f:1.2.3,6.7,12.13|. Starting materials: Cl (hydrochloride), S1C(=CC=C1)C(=O)O (thiophene-2-carboxylic acid), Cl.Cl.COC=1C=C(CN2CCNCC2)C=C(C1OC)OC (1-(3,4,5-trimethoxybenzyl)piperazine dihydrochloride), C(#N)P(OCC)(OCC)=O (diethyl cyanophosphonate). Reported procedure: To a mixture of thiophene-2-carboxylic acid (0.4 g), 1-(3,4,5-trimethoxybenzyl)piperazine dihydrochloride (1.1 g), triethylamine (1.2 g) and dimethylformamide (20 ml) is added dropwise, while stirring, diethyl cyanophosphonate (1.2 ml), followed by stirring for one hour. To the reaction mixture are added water (100 ml) and ethyl acetate (100 ml), followed by extraction. The extract is washed with water, dried and concentrated under reduced pressure. The residue is purified by means of a silica g... Product: Cl.C1(=CC=CS1)C(=O)N1CCN(CC1)CC1=CC(=C(C(=C1)OC)OC)OC (1-(2-thenoyl)-4(3,4,5-trimethoxybenzyl)piperazine hydrochloride). Isolated yield 50.4%. Run in C(C)(=O)OCC (ethyl acetate), O (water), C(C)(=O)OCC.C(C)OCC (ethyl acetate ethyl ether), CN(C=O)C (dimethylformamide), C(C)N(CC)CC (triethylamine). The product is COC1=CC=CC(=C1)C(=O)CC#N (trile). Run in O (water). As a reaction SMILES: [C:1]([CH:3]([C:7]1CC[CH2:10][C:9](=[O:13])[CH:8]=1)C(N)=O)#N.C[N:15]([CH3:18])C=O.C(O[CH:22]([O:26][CH2:27][CH3:28])N(C)C)C>O>[CH3:22][O:26][C:27]1[CH:28]=[C:8]([C:9]([CH2:10][C:18]#[N:15])=[O:13])[CH:7]=[CH:3][CH:1]=1. Conditions: time 18 hour. Reactants: 40, C(C)OC(N(C)C)OCC (dimethylformamide diethyl acetal), C(#N)C(C(=O)N)C1=CC(CCC1)=O (α-cyano-3-oxo-1-cyclohexen-1-acetamide), CN(C=O)C (dimethylformamide). Procedure: To a solution consisting of 40 parts of α-cyano-3-oxo-1-cyclohexen-1-acetamide in 125 parts by volume of dimethylformamide, in an atmosphere of nitrogen, is added dropwise, over a period of 10-15 minutes, 40 parts of dimethylformamide diethyl acetal. After the reaction mixture is stirred at room temperature for about 18 hours, 10 parts of water is added and the organic solvents are removed by distillation under reduced pressure. The residual oily product is extracted with dilute aqueous sodium h...